The task is: describe an organic reaction: reactants, conditions, products, and yield. This data is from the Open Reaction Database (ORD), a public repository of structured organic reaction records. The reactants are CN1Cc2c(Br)ccc3scc(c23)S1(=O)=O, N#C[Cu], N, O, c1ccncc1. Yields the product CN1Cc2c(C#N)ccc3scc(c23)S1(=O)=O. As a reaction SMILES: [Br:1][c:2]1[c:3]2[c:13]3[c:7]([cH:8][s:9][c:10]3[cH:11][cH:12]1)[S:6](=[O:14])(=[O:15])[N:5]([CH3:16])[CH2:4]2.[Cu:17][C:18]#[N:19].[NH3:26].[OH2:27].[cH:20]1[cH:21][cH:22][n:23][cH:24][cH:25]1>>[c:2]1([C:18]#[N:19])[c:3]2[c:13]3[c:7]([cH:8][s:9][c:10]3[cH:11][cH:12]1)[S:6](=[O:14])(=[O:15])[N:5]([CH3:16])[CH2:4]2. Starting materials: O=C([O-])O, Cn1nc(C=NO)nc1NCCCOc1cccc(CN2CCCCC2)c1, CCOCC, CC(=O)OC(C)=O, [Na+]. Product: Cn1nc(C#N)nc1NCCCOc1cccc(CN2CCCCC2)c1. As a reaction SMILES: [C:28](=[O:29])([OH:30])[O-:31].[CH3:1][n:2]1[n:3][c:4]([CH:25]=[N:26][OH:27])[n:5][c:6]1[NH:7][CH2:8][CH2:9][CH2:10][O:11][c:12]1[cH:13][c:14]([CH2:18][N:19]2[CH2:20][CH2:21][CH2:22][CH2:23][CH2:24]2)[cH:15][cH:16][cH:17]1.[CH3:33][CH2:34][O:35][CH2:36][CH3:37].[CH3:38][C:39]([O:40][C:41](=[O:42])[CH3:43])=[O:44].[Na+:32]>>[CH3:1][n:2]1[n:3][c:4]([C:25]#[N:26])[n:5][c:6]1[NH:7][CH2:8][CH2:9][CH2:10][O:11][c:12]1[cH:13][c:14]([CH2:18][N:19]2[CH2:20][CH2:21][CH2:22][CH2:23][CH2:24]2)[cH:15][cH:16][cH:17]1. Reactants: C1(=CC=CC=C1)[C@@H](C)OC(NC=1C=NC=CC1Cl)=O ((4-Chloro-pyridin-3-yl)-carbamic acid (R)-1-phenyl-ethyl ester), OC1=CC=C(C=C1)B(O)O (4-hydroxyphenylboronic acid). The product is C1(=CC=CC=C1)[C@@H](C)OC(NC=1C=NC=CC1C1=CC=C(C=C1)O)=O ([4-(4-Hydroxy-phenyl)-pyridin-3-yl]-carbamic acid (R)-1-phenyl-ethyl ester). As a reaction SMILES: [C:1]1([C@H:7]([O:9][C:10](=[O:19])[NH:11][C:12]2[CH:13]=[N:14][CH:15]=[CH:16][C:17]=2Cl)[CH3:8])[CH:6]=[CH:5][CH:4]=[CH:3][CH:2]=1.[OH:20][C:21]1[CH:26]=[CH:25][C:24](B(O)O)=[CH:23][CH:22]=1>>[C:1]1([C@H:7]([O:9][C:10](=[O:19])[NH:11][C:12]2[CH:13]=[N:14][CH:15]=[CH:16][C:17]=2[C:24]2[CH:25]=[CH:26][C:21]([OH:20])=[CH:22][CH:23]=2)[CH3:8])[CH:6]=[CH:5][CH:4]=[CH:3][CH:2]=1. Reported procedure: Prepared according to the procedure described in Example 1, Step 2, using the following starting materials: (4-Chloro-pyridin-3-yl)-carbamic acid (R)-1-phenyl-ethyl ester and 4-hydroxyphenylboronic acid. Starting materials: CC=1C(=NSN1)\C(\C1=CC=CC=C1)=N/OCC1=CC=CC(=N1)N1C(C2=CC=CC=C2C1=O)=O (2-{6-[({[(Z)-(4-methyl-1,2,5-thiadiazol-3-yl)(phenyl)methylene]amino}-oxy)methyl]pyridin-2-yl}-1H-isoindole-1,3(2H)-dione), O.NN (hydrazine hydrate). The solvent is C1CCOC1 (THF). Run at time 14 hour. Yields the product CC=1C(=NSN1)\C(\C1=CC=CC=C1)=N/OCC1=CC=CC(=N1)N (6-[({[(Z)-(4-methyl-1,2,5-thiadiazol-3-yl)(phenyl)methylene]amino}oxy)-methyl]pyridin-2-amine), P(HCOOH). The yield is 75.0%. As a reaction SMILES: [CH3:1][C:2]1[C:3](/[C:7](=[N:14]\[O:15][CH2:16][C:17]2[N:22]=[C:21]([N:23]3C(=O)C4C(=CC=CC=4)C3=O)[CH:20]=[CH:19][CH:18]=2)/[C:8]2[CH:13]=[CH:12][CH:11]=[CH:10][CH:9]=2)=[N:4][S:5][N:6]=1.O.NN>C1COCC1>[CH3:1][C:2]1[C:3](/[C:7](=[N:14]\[O:15][CH2:16][C:17]2[N:22]=[C:21]([NH2:23])[CH:20]=[CH:19][CH:18]=2)/[C:8]2[CH:9]=[CH:10][CH:11]=[CH:12][CH:13]=2)=[N:4][S:5][N:6]=1 |f:1.2|. Reported procedure: To a stirred solution of 2-{6-[({[(Z)-(4-methyl-1,2,5-thiadiazol-3-yl)(phenyl)methylene]amino}-oxy)methyl]pyridin-2-yl}-1H-isoindole-1,3(2H)-dione (49 g, 91 mmol) in dry THF (800 mL) was added hydrazine hydrate (22.2 mL, 457 mmol). The reaction mixture was stirred at room temperature for 14 h, then insolubles were removed by filtration and washed with THF. The filtrates were combined and concentrated in vacuo. Purification of the residual oil on silica gel afforded 6-[({[(Z)-(4-methyl-1,2,5-thia... Starting materials: Ethyl-2,4-dihydroxy-6-methyl benzoate, C(C)(=O)OCC (ethyl acetate), O (water), C([O-])([O-])=O.[K+].[K+] (potassium carbonate), C(C1=CC=CC=C1)Br (benzyl bromide). The solvent is CC(=O)C (acetone). The product is C(C)OC(C1=C(C=C(C=C1C)OCC1=CC=CC=C1)O)=O (Ethyl-4-benzyloxy-2-hydroxy-6-methyl-benzoate). Reaction SMILES: [C:1](=[O:4])([O-])[O-].[K+].[K+].[CH2:7](Br)[C:8]1[CH:13]=[CH:12][CH:11]=[CH:10][CH:9]=1.[C:15]([O:18][CH2:19][CH3:20])(=[O:17])[CH3:16].[OH2:21]>CC(C)=O>[CH2:19]([O:18][C:15](=[O:17])[C:16]1[C:13]([CH3:12])=[CH:8][C:9]([O:21][CH2:7][C:8]2[CH:13]=[CH:12][CH:11]=[CH:10][CH:9]=2)=[CH:10][C:1]=1[OH:4])[CH3:20] |f:0.1.2|. Procedure: Ethyl-2,4-dihydroxy-6-methyl benzoate (4 g, 21 mmol) is dissolved in acetone (80 mL) and to this solution is added potassium carbonate (2.9 g, 21 mmol) and benzyl bromide (2.5 mL, 21 mmol). This mixture is heated at reflux for 16 hours. To the cooled reaction is added ethyl acetate (100 mL) and water (100 mL). The organic layer is washed with water (2×80 mL) and brine (2×80 mL), then dried over magnesium sulfate and the solvent removed in vacuo. The crude is purified by column chromatography (si...